From a dataset of the Open Reaction Database (ORD), a public repository of structured organic reaction records. describe an organic reaction: reactants, conditions, products, and yield The reactants are O1C(=NC2=C1C=CC=C2)C=2C(=NC=C(C2)B2OC(C(O2)(C)C)(C)C)N (3-(1,3-benzoxazol-2-yl)-5-(4,4,5,5-tetramethyl-1,3,2-dioxaborolan-2-yl)pyridin-2-amine), BrC=1C=NN(C1C)C1CCN(CC1)C(=O)OC(C)(C)C (tert-butyl 4-(4-bromo-5-methyl-pyrazol-1-yl)piperidine-1-carboxylate), C1(CCCCC1)P(C1CCCCC1)C1CCCCC1 (tricyclohexylphosphine), P(=O)([O-])([O-])[O-].[K+].[K+].[K+] (potassium phosphate). The reagents and catalysts are C=1C=CC(=CC1)/C=C/C(=O)/C=C/C2=CC=CC=C2.C=1C=CC(=CC1)/C=C/C(=O)/C=C/C2=CC=CC=C2.C=1C=CC(=CC1)/C=C/C(=O)/C=C/C2=CC=CC=C2.[Pd].[Pd] (tris(dibenzylideneacetone)dipalladium). The solvent is O1CCOCC1 (dioxane), O (water). Yields the product NC1=C(C=C(C=N1)C=1C=NN(C1C)C1CCN(CC1)C(=O)OC(C)(C)C)C=1OC2=C(N1)C=CC=C2 (tert-butyl 4-[4-[6-amino-5-(1,3-benzoxazol-2-yl)-3-pyridyl]-5-methyl-pyrazol-1-yl]piperidine-1-carboxylate). Isolated yield 41.8%. Reaction SMILES: [O:1]1[C:5]2[CH:6]=[CH:7][CH:8]=[CH:9][C:4]=2[N:3]=[C:2]1[C:10]1[C:11]([NH2:25])=[N:12][CH:13]=[C:14](B2OC(C)(C)C(C)(C)O2)[CH:15]=1.Br[C:27]1[CH:28]=[N:29][N:30]([CH:33]2[CH2:38][CH2:37][N:36]([C:39]([O:41][C:42]([CH3:45])([CH3:44])[CH3:43])=[O:40])[CH2:35][CH2:34]2)[C:31]=1[CH3:32].C1(P(C2CCCCC2)C2CCCCC2)CCCCC1.P([O-])([O-])([O-])=O.[K+].[K+].[K+]>O1CCOCC1.O.C1C=CC(/C=C/C(/C=C/C2C=CC=CC=2)=O)=CC=1.C1C=CC(/C=C/C(/C=C/C2C=CC=CC=2)=O)=CC=1.C1C=CC(/C=C/C(/C=C/C2C=CC=CC=2)=O)=CC=1.[Pd].[Pd]>[NH2:25][C:11]1[N:12]=[CH:13][C:14]([C:27]2[CH:28]=[N:29][N:30]([CH:33]3[CH2:34][CH2:35][N:36]([C:39]([O:41][C:42]([CH3:45])([CH3:44])[CH3:43])=[O:40])[CH2:37][CH2:38]3)[C:31]=2[CH3:32])=[CH:15][C:10]=1[C:2]1[O:1][C:5]2[CH:6]=[CH:7][CH:8]=[CH:9][C:4]=2[N:3]=1 |f:3.4.5.6,9.10.11.12.13|. Reported procedure: 3-(1,3-benzoxazol-2-yl)-5-(4,4,5,5-tetramethyl-1,3,2-dioxaborolan-2-yl)pyridin-2-amine (400 mg), tert-butyl 4-(4-bromo-5-methyl-pyrazol-1-yl)piperidine-1-carboxylate (371 mg), tris(dibenzylideneacetone)dipalladium (49 mg), tricyclohexylphosphine (30 mg) and potassium phosphate (389 mg, 1.83 mmol) in dioxane (2.4 ml) and water (0.4 ml) were stirred at 100° C. for 3 h under argon. The reaction mixture was filtered and purified by preparative HPLC using a Waters X-Terra reverse-phase column (C-18, ... Reactants: P(=O)(Cl)(Cl)Cl (Phosphorus oxychloride), C(C1=CC=CC=C1)(=O)O (benzoic acid), NNC(=S)N (thiosemicarbazide), Cupric chloride, N(=O)OC(C)(C)C (tert-butyl nitrite), NC(=S)N (thiourea). The solvent is C(O)([O-])=O.[Na+] (sodium hydrogencarbonate). Conditions: temperature 80 celsius, time 1 hour. The product is C1(=CC=CC=C1)C1=NN=C(S1)S (5-Phenyl-1,3,4-thiadiazole-2-thiol). Isolated yield 54.4%. Reaction SMILES: P(Cl)(Cl)(Cl)=O.[C:6](O)(=O)[C:7]1[CH:12]=[CH:11][CH:10]=[CH:9][CH:8]=1.[NH2:15][NH:16][C:17](N)=[S:18].N(OC(C)(C)C)=O.NC(N)=[S:29]>C(=O)([O-])O.[Na+]>[C:7]1([C:6]2[S:29][C:17]([SH:18])=[N:16][N:15]=2)[CH:12]=[CH:11][CH:10]=[CH:9][CH:8]=1 |f:5.6|. Reported procedure: Phosphorus oxychloride (7 ml) was added to 3.67 g (30 mmol) of benzoic acid and 2.73 g (30 mmol) of thiosemicarbazide, and the mixture was stirred at 80° C. for one hr. The reaction solution was added dropwise to 500 ml of a saturated aqueous sodium hydrogencarbonate solution. The resultant precipitate was collected by filtration and was dried. The dried precipitate was suspended in 20 ml of acetonitrile. Cupric chloride (6 g, 45 mmol) and 5.3 g (45 mmol) of tert-butyl nitrite were added to the ... Procedure details: 150 mg of the product of Example 58 and 50 mg of 2-imidazolidinethione were heated together at reflux for 24 hours in 5 ml of ethanol. The solvent was evaporated and the residue was chromatographed on silica gel with 10 % to 25% methanol in dichloromethane to give 50 mg of 3-[1-[3-(2-imidazolin-2-ylthio)propyl]-3-indolyl]-4-(1-methyl-3-indolyl)-1H-pyrrole-2,5-dione methanesulphonate, m.p. 134°-136° C. Yields the product CS(=O)(=O)O.N1C(=NCC1)SCCCN1C=C(C2=CC=CC=C12)C=1C(NC(C1C1=CN(C2=CC=CC=C12)C)=O)=O (3-[1-[3-(2-imidazolin-2-ylthio)propyl]-3-indolyl]-4-(1-methyl-3-indolyl)-1H-pyrrole-2,5-dione methanesulphonate). Starting materials: CN1C=C(C2=CC=CC=C12)C=1C(NC(C1C1=CN(C2=CC=CC=C12)CCCOS(=O)(=O)C)=O)=O (3-(1-methyl-3-indolyl)-4-[1-[3-(methylsulphonyloxy)propyl]-3-indolyl]-1H-pyrrole-2,5-dione), N1C(NCC1)=S (2-imidazolidinethione). RXN SMILES: [CH3:1][N:2]1[C:10]2[C:5](=[CH:6][CH:7]=[CH:8][CH:9]=2)[C:4]([C:11]2[C:12](=[O:34])[NH:13][C:14](=[O:33])[C:15]=2[C:16]2[C:24]3[C:19](=[CH:20][CH:21]=[CH:22][CH:23]=3)[N:18]([CH2:25][CH2:26][CH2:27][O:28][S:29]([CH3:32])(=[O:31])=[O:30])[CH:17]=2)=[CH:3]1.[NH:35]1[CH2:39][CH2:38][NH:37][C:36]1=[S:40]>C(O)C>[CH3:32][S:29]([OH:31])(=[O:30])=[O:28].[NH:37]1[CH2:38][CH2:39][N:35]=[C:36]1[S:40][CH2:27][CH2:26][CH2:25][N:18]1[C:19]2[C:24](=[CH:23][CH:22]=[CH:21][CH:20]=2)[C:16]([C:15]2[C:14](=[O:33])[NH:13][C:12](=[O:34])[C:11]=2[C:4]2[C:5]3[C:10](=[CH:9][CH:8]=[CH:7][CH:6]=3)[N:2]([CH3:1])[CH:3]=2)=[CH:17]1 |f:3.4|. Isolated yield 27.5%. Run in C(C)O (ethanol). Reactants: [H-].[H-].[H-].[H-].[Li+].[Al+3] (LiAlH4), COC(CCCC1=C(C=C(C(=C1)Cl)C1CCCCC1)OC)=O (4-(5-chloro-4-cyclohexyl-2-methoxyphenyl)-butyric acid methylester). Solvent: O1CCCC1 (tetrahydrofuran). Conditions: time 24 hour. Product: ClC=1C(=CC(=C(C1)CCCCO)OC)C1CCCCC1 (4-(5-Chloro-4-cyclohexyl-2-methoxyphenyl)-butan-1-ol). As a reaction SMILES: [H-].[H-].[H-].[H-].[Li+].[Al+3].C[O:8][C:9](=O)[CH2:10][CH2:11][CH2:12][C:13]1[CH:18]=[C:17]([Cl:19])[C:16]([CH:20]2[CH2:25][CH2:24][CH2:23][CH2:22][CH2:21]2)=[CH:15][C:14]=1[O:26][CH3:27]>O1CCCC1>[Cl:19][C:17]1[C:16]([CH:20]2[CH2:21][CH2:22][CH2:23][CH2:24][CH2:25]2)=[CH:15][C:14]([O:26][CH3:27])=[C:13]([CH2:12][CH2:11][CH2:10][CH2:9][OH:8])[CH:18]=1 |f:0.1.2.3.4.5|. Procedure details: 4 g of LiAlH4 are added in portions at 0° with stirring, and in an inert gas atmosphere, to 8.6 g of 4-(5-chloro-4-cyclohexyl-2-methoxyphenyl)-butyric acid methylester in 300 ml of anhydrous tetrahydrofuran. After 24 hours at 20°, the mixture is poured onto icecold NH4CL solution. The mixture is then acidified to pH=3 and extracted three times with ethyl acetate. The organic phases are washed once with water, dried over Na2SO4 and concentrated. The residue is distilled at 170°/0.5 mm. The reactants are 3S, ClC1=CC=C2C(=C1)NC(C21C(NC(CC1C1=C(C=CC(=C1)Cl)OC(C)(C)C(=O)OC)=O)C1=C(C=CC(=C1)F)C)=O (6-chloro-4′-[5-chloro-2-(1-methoxycarbonyl-1-methyl-ethoxy)-phenyl]-2′-(5-fluoro-2-methyl-phenyl) spiro[3H-indole-3,3′-piperidine]-2,6′(1H)-dione), COC=1C=CC(=CC1)P2(=S)SP(=S)(S2)C=3C=CC(=CC3)OC (Lawesson's Reagent). The solvent is C1CCOC1 (THF). Reaction conditions: time 1 hour. Product: ClC1=CC=C2C(=C1)NC(C21C(NC(CC1C1=C(C=CC(=C1)Cl)OC(C)(C)C(=O)OC)=S)C1=C(C=CC(=C1)F)C)=O (6-chloro-4′-[5-chloro-2-(1-methoxycarbonyl-1-methyl-ethoxy)-phenyl]-2′-(5-fluoro-2-methyl-phenyl)-6′-thioxo spiro[3H-indole-3,3′-piperidine]-2(1H)-one). Isolated yield 63.6%. RXN SMILES: [Cl:1][C:2]1[CH:7]=[C:6]2[NH:8][C:9](=[O:40])[C:10]3([CH:15]([C:16]4[CH:21]=[C:20]([Cl:22])[CH:19]=[CH:18][C:17]=4[O:23][C:24]([C:27]([O:29][CH3:30])=[O:28])([CH3:26])[CH3:25])[CH2:14][C:13](=O)[NH:12][CH:11]3[C:32]3[CH:37]=[C:36]([F:38])[CH:35]=[CH:34][C:33]=3[CH3:39])[C:5]2=[CH:4][CH:3]=1.COC1C=CC(P2(SP(C3C=CC(OC)=CC=3)(=S)S2)=[S:50])=CC=1>C1COCC1>[Cl:1][C:2]1[CH:7]=[C:6]2[NH:8][C:9](=[O:40])[C:10]3([CH:15]([C:16]4[CH:21]=[C:20]([Cl:22])[CH:19]=[CH:18][C:17]=4[O:23][C:24]([C:27]([O:29][CH3:30])=[O:28])([CH3:26])[CH3:25])[CH2:14][C:13](=[S:50])[NH:12][CH:11]3[C:32]3[CH:37]=[C:36]([F:38])[CH:35]=[CH:34][C:33]=3[CH3:39])[C:5]2=[CH:4][CH:3]=1. Reported procedure: A mixture of racemic (2′S, 3S, 4′R)-6-chloro-4′-[5-chloro-2-(1-methoxycarbonyl-1-methyl-ethoxy)-phenyl]-2′-(5-fluoro-2-methyl-phenyl) spiro[3H-indole-3,3′-piperidine]-2,6′(1H)-dione (200 mg, 0.34 mmol) prepared in Example 5 and Lawesson's Reagent (270 mg, 0.61 mmol) in THF (5 mL) was stirred at room temperature for 1 h, then purified by flash column chromatography to give the title compound as white solid (130 mg). Reactants: Cc1cc2ccccc2s1, CN(C)C=O, O=S(=O)(Cl)Cl. Product: Cc1sc2ccccc2c1S(=O)(=O)Cl. As a reaction SMILES: [CH3:6][c:7]1[cH:8][c:9]2[c:10]([s:11]1)[cH:12][cH:13][cH:14][cH:15]2.[O:16]=[CH:17][N:18]([CH3:19])[CH3:20].[S:1](=[O:2])(=[O:3])([Cl:4])[Cl:5]>>[S:1](=[O:2])(=[O:3])([Cl:5])[c:8]1[c:7]([CH3:6])[s:11][c:10]2[c:9]1[cH:15][cH:14][cH:13][cH:12]2. Starting materials: C1(CCCC1)NC1=NC(=NC=C1C=O)SC (4-cyclopentylamino-2-methylsulfanyl-pyrimidine-5-carbaldehyde), C(C)OC=1C(=C(C(=CC1)F)N)F (3-ethoxy-2,6-difluoro-phenylamine), C12(C(=O)CC(CC1)C2(C)C)CS(=O)(=O)O (camphorsulfonic acid). Solvent: C1(=CC=CC=C1)C (toluene). Run at time 48 hour. Product: crude material, C1(CCCC1)NC1=NC(=NC=C1C=NC1=C(C(=CC=C1F)OCC)F)SC (Cyclopentyl-{5-[(3-ethoxy-2,6-difluoro-phenylimino)-methyl]-2-methylsulfanyl-pyrimidin-4-yl}-amine). The yield is 82.0%. As a reaction SMILES: [CH:1]1([NH:6][C:7]2[C:12]([CH:13]=O)=[CH:11][N:10]=[C:9]([S:15][CH3:16])[N:8]=2)[CH2:5][CH2:4][CH2:3][CH2:2]1.[CH2:17]([O:19][C:20]1[C:21]([F:28])=[C:22]([NH2:27])[C:23]([F:26])=[CH:24][CH:25]=1)[CH3:18].C12(CS(O)(=O)=O)C(C)(C)C(CC1)CC2=O>C1(C)C=CC=CC=1>[CH:1]1([NH:6][C:7]2[C:12]([CH:13]=[N:27][C:22]3[C:23]([F:26])=[CH:24][CH:25]=[C:20]([O:19][CH2:17][CH3:18])[C:21]=3[F:28])=[CH:11][N:10]=[C:9]([S:15][CH3:16])[N:8]=2)[CH2:5][CH2:4][CH2:3][CH2:2]1. Procedure: To a solution of the 8.22 g (34.7 mmol) of 4-cyclopentylamino-2-methylsulfanyl-pyrimidine-5-carbaldehyde in 170 mL of toluene was added 6.00 g 34.7 mmol, 1 equivalent) of 3-ethoxy-2,6-difluoro-phenylamine and 2.01 g (8.66 mmol, 0.25 equivalents) of camphorsulfonic acid. The reaction was warmed to reflux and the formed water was removed with the aid of a Dean-Stark trap. After reacting for 48 hours, the reaction was concentrated in vacuo. The residue was dissolved in dichloromethane and neutraliz...